The task is: describe an organic reaction: reactants, conditions, products, and yield. This data is from the Open Reaction Database (ORD), a public repository of structured organic reaction records. Starting materials: COC1=NC(=NC=C1C(=O)O)SC (4-methoxy-2-(methylthio)pyrimidine-5-carboxylic acid), C(C(=O)Cl)(=O)Cl (oxalyl chloride), [Mg+2].[Cl-].[Cl-] (MgCl2), ethyl magnesium malonate, acid chloride, TEA. Run in C1(=CC=CC=C1)C (toluene), C1CCOC1 (THF), C1CCOC1 (THF), O (H2O), CCOC(=O)C (EtOAc). Conditions: temperature 0 celsius, time 2 hour. Product: COC1=NC(=NC=C1C(CC(=O)OCC)=O)SC (Ethyl 3-(4-methoxy-2-(methylthio)pyrimidin-5-yl)-3-oxopropanoate). Isolated yield 52.4%. Reaction SMILES: [CH3:1][O:2][C:3]1[C:8]([C:9]([OH:11])=O)=[CH:7][N:6]=[C:5]([S:12][CH3:13])[N:4]=1.[C:14](Cl)(=[O:18])[C:15](Cl)=O.[Mg+2].[Cl-].[Cl-].C([O-])(=O)[CH2:24][C:25]([O-])=[O:26].C([Mg+2])C>C1(C)C=CC=CC=1.C1COCC1.O.CCOC(C)=O>[CH3:1][O:2][C:3]1[C:8]([C:9](=[O:11])[CH2:24][C:25]([O:18][CH2:14][CH3:15])=[O:26])=[CH:7][N:6]=[C:5]([S:12][CH3:13])[N:4]=1 |f:2.3.4,5.6|. Reported procedure: A solution of 4-methoxy-2-(methylthio)pyrimidine-5-carboxylic acid (10.92 g, 54.6 mmol) and oxalyl chloride (19.0 mL, 217.8 mmol) in toluene (100 mL) was heated at 100° C. for 1 h. The solvent was removed under reduced pressure and the crude acid chloride was used without purification in the next step. To a solution of MgCl2 (7.80 g, 81.9 mmol) and ethyl magnesium malonate (14.10 g, 82.6 mmol) in THF (100 mL) was added the above acid chloride in THF (100 mL) at 0° C. followed by TEA (15.0 mL, 10...